Task: describe an organic reaction: reactants, conditions, products, and yield. Dataset: the Open Reaction Database (ORD), a public repository of structured organic reaction records Reactants: C(C)(C)(C)OC(=O)NC(C(=O)O)(CC1=C(C=CC=C1)[N+](=O)[O-])N ((±)-2-tert-Butoxycarbonylamino-3-(2-nitrophenyl)-amin opropionic acid). The reagents and catalysts are [C].[Pd] (palladium carbon). Run in CO (methanol). Run at time 1 hour. Yields the product C(C)(C)(C)OC(=O)NC(C(=O)O)(CC1=C(C=CC=C1)N)N ((±)-2-tert-butoxycarbonylamino-3-(2-aminophenyl)-aminopropi onic acid). Isolated yield 76.0%. RXN SMILES: [C:1]([O:5][C:6]([NH:8][C:9]([NH2:23])([CH2:13][C:14]1[CH:19]=[CH:18][CH:17]=[CH:16][C:15]=1[N+:20]([O-])=O)[C:10]([OH:12])=[O:11])=[O:7])([CH3:4])([CH3:3])[CH3:2]>CO.[C].[Pd]>[C:1]([O:5][C:6]([NH:8][C:9]([NH2:23])([CH2:13][C:14]1[CH:19]=[CH:18][CH:17]=[CH:16][C:15]=1[NH2:20])[C:10]([OH:12])=[O:11])=[O:7])([CH3:4])([CH3:2])[CH3:3] |f:2.3|. Procedure: (±)-2-tert-Butoxycarbonylamino-3-(2-nitrophenyl)-amin opropionic acid (325 mg) was dissolved in methanol (50 mL), followed by the addition of 10% palladium carbon (50 mg). The resulting mixture was stirred at room temperature for 1 hour under a hydrogen atmosphere. The reaction mixture was filtered and the filtrate was concentrated under reduced pressure, whereby (±)-2-tert-butoxycarbonylamino-3-(2-aminophenyl)-aminopropi onic acid was obtained. It was suspended in toluene (30 mL) The suspension... Reactants: [Al+3], C1CCOC1, CN1CCN(c2ncccc2C(=O)O)C(c2ccccc2)C1, [H-], [H-], [H-], [H-], [Li+], O. The product is CN1CCN(c2ncccc2CO)C(c2ccccc2)C1. RXN SMILES: [Al+3:24].[CH2:30]1[O:31][CH2:32][CH2:33][CH2:34]1.[CH3:1][N:2]1[CH2:3][CH:4]([c:17]2[cH:18][cH:19][cH:20][cH:21][cH:22]2)[N:5]([c:8]2[n:9][cH:10][cH:11][cH:12][c:13]2[C:14](=[O:15])[OH:16])[CH2:6][CH2:7]1.[H-:23].[H-:26].[H-:27].[H-:28].[Li+:25].[OH2:29]>>[CH3:1][N:2]1[CH2:3][CH:4]([c:17]2[cH:18][cH:19][cH:20][cH:21][cH:22]2)[N:5]([c:8]2[n:9][cH:10][cH:11][cH:12][c:13]2[CH2:14][OH:15])[CH2:6][CH2:7]1.